Dataset: the Open Reaction Database (ORD), a public repository of structured organic reaction records. Task: describe an organic reaction: reactants, conditions, products, and yield Starting materials: BrC1=CC(=NC(=C1)C(=O)OCC)C(=O)OCC (diethyl 4-bromopyridine-2,6-dicarboxylate), I (hydriodic acid), C(=O)(O)[O-].[Na+] (NaHCO3). Solvent: CCO (EtOH). Yields the product IC1=CC(=NC(=C1)C(=O)OCC)C(=O)OCC (diethyl 4-iodopyridine-2,6-dicarboxylate). Reaction SMILES: Br[C:2]1[CH:7]=[C:6]([C:8]([O:10][CH2:11][CH3:12])=[O:9])[N:5]=[C:4]([C:13]([O:15][CH2:16][CH3:17])=[O:14])[CH:3]=1.[IH:18].C([O-])(O)=O.[Na+]>CCO>[I:18][C:2]1[CH:7]=[C:6]([C:8]([O:10][CH2:11][CH3:12])=[O:9])[N:5]=[C:4]([C:13]([O:15][CH2:16][CH3:17])=[O:14])[CH:3]=1 |f:2.3|. Procedure: A mixture of diethyl 4-bromopyridine-2,6-dicarboxylate (8.36 g, 27.7 mmol), 57% (w/w) aqueous hydriodic acid (31.05 g, 138.4 mmol) and EtOH (67 mL) was stirred at 50° C. for 1 h and neutralized with saturated NaHCO3 solution. The product was extracted from the aqueous phase with CH2Cl2 (2×300 mL). The combined organic fractions were dried with Na2SO4 and evaporated to dryness. Yield was 5.24 g (54%). ESI-TOF-MS [M+H]+: calc. for C11H13INO4+ 349.99. found 349.99. Starting materials: O1CCOCC1 (dioxane), C([O-])([O-])=O.[K+].[K+] (potassium carbonate), C1(=CC=CC=C1)C(N1CCNCC1)C1=CC=CC=C1 (4-(diphenylmethyl)-piperazine), ClCCSC=1SC2=C(N1)C=CC=C2 (2-(2-chloroethylthio)benzothiazole). Solvent: CN(C=O)C (dimethylformamide). The product is C1(=CC=CC=C1)C(C1CCN(CC1)CCSC=1SC2=C(N1)C=CC=C2)C2=CC=CC=C2 (2-[2-[4-(diphenylmethyl)-1-piperadinyl]-ethylthio]benzothiazole). The yield is 35.0%. As a reaction SMILES: [C:1]1([CH:7]([C:14]2[CH:19]=[CH:18][CH:17]=[CH:16][CH:15]=2)N2CCNCC2)[CH:6]=[CH:5][CH:4]=[CH:3][CH:2]=1.Cl[CH2:21][CH2:22][S:23][C:24]1[S:25][C:26]2[CH:32]=[CH:31][CH:30]=[CH:29][C:27]=2[N:28]=1.O1[CH2:38][CH2:37]OCC1.C(=O)([O-])[O-].[K+].[K+]>CN(C)C=O>[C:14]1([CH:7]([C:1]2[CH:2]=[CH:3][CH:4]=[CH:5][CH:6]=2)[CH:38]2[CH2:37][CH2:24][N:28]([CH2:21][CH2:22][S:23][C:24]3[S:25][C:26]4[CH:32]=[CH:31][CH:30]=[CH:29][C:27]=4[N:28]=3)[CH2:27][CH2:26]2)[CH:15]=[CH:16][CH:17]=[CH:18][CH:19]=1 |f:3.4.5|. Procedure details: To a mixture of 1.00 g (3.96 mmol) of 4-(diphenylmethyl)-piperazine and 1.28 g (5.57 mmol) of 2-(2-chloroethylthio)benzothiazole, were added 10 ml of dioxane, 2 ml of dimethylformamide and 0.85 g (6.15 mmol) of potassium carbonate, and the mixture was stirred under reflux for 3 hours. After the reaction, the insolubles were filtered off, and the filtrate was concentrated. The residue was separated by silica gel column chromatography using a mixture of chloroform and methanol in the volume ratio ...